Dataset: the Open Reaction Database (ORD), a public repository of structured organic reaction records. Task: describe an organic reaction: reactants, conditions, products, and yield Reactants: C(C)OCC (Diethyl ether), C(C)(C)(C)OC(=O)N1N=C(C2=CC=CC=C12)CC1C(N(C2=C(N(C1=O)CC(=O)N(C1=C(C=CC=C1)OC)C(C)C)C=CC=C2)C2=CC=CC=C2)=O (2-[3-(1-tert-butoxycarbonyl-1H-indazol-3-ylmethyl)-2,4-dioxo-5-phenyl-2,3,4,5-tetrahydrobenzo[b][1,4]diazepin-1-yl]-N-isopropyl-N-(2-methoxy-phenyl) acetamide), Intermediate 73, Cl (HCl), resultant mixture. The solvent is O1CCOCC1 (dioxane). Conditions: time 2 hour. Yields the product N1N=C(C2=CC=CC=C12)CC1C(N(C2=C(N(C1=O)CC(=O)N(C1=C(C=CC=C1)OC)C(C)C)C=CC=C2)C2=CC=CC=C2)=O (2-[3-(1H-Indazol-3-ylmethyl)-2,4-dioxo-5-phenyl-2,3,4,5-tetrahydrobenzo[b][1,4]diazepin-1-yl]-N-isopropyl-N-(2-methoxy-phenyl) acetamide). RXN SMILES: C(OC([N:8]1[C:16]2[C:11](=[CH:12][CH:13]=[CH:14][CH:15]=2)[C:10]([CH2:17][CH:18]2[C:24](=[O:25])[N:23]([CH2:26][C:27]([N:29]([CH:38]([CH3:40])[CH3:39])[C:30]3[CH:35]=[CH:34][CH:33]=[CH:32][C:31]=3[O:36][CH3:37])=[O:28])[C:22]3[CH:41]=[CH:42][CH:43]=[CH:44][C:21]=3[N:20]([C:45]3[CH:50]=[CH:49][CH:48]=[CH:47][CH:46]=3)[C:19]2=[O:51])=[N:9]1)=O)(C)(C)C.Cl.C(OCC)C>O1CCOCC1>[NH:8]1[C:16]2[C:11](=[CH:12][CH:13]=[CH:14][CH:15]=2)[C:10]([CH2:17][CH:18]2[C:24](=[O:25])[N:23]([CH2:26][C:27]([N:29]([CH:38]([CH3:40])[CH3:39])[C:30]3[CH:35]=[CH:34][CH:33]=[CH:32][C:31]=3[O:36][CH3:37])=[O:28])[C:22]3[CH:41]=[CH:42][CH:43]=[CH:44][C:21]=3[N:20]([C:45]3[CH:46]=[CH:47][CH:48]=[CH:49][CH:50]=3)[C:19]2=[O:51])=[N:9]1. Procedure details: A mixture of 2-[3-(1-tert-butoxycarbonyl-1H-indazol-3-ylmethyl)-2,4-dioxo-5-phenyl-2,3,4,5-tetrahydrobenzo[b][1,4]diazepin-1-yl]-N-isopropyl-N-(2-methoxy-phenyl) acetamide, prepared as in Intermediate 73, (260 mg, 0.377 mmol) and 4N HCl in dioxane (2 mL) is stirred at RT for 2 h. Diethyl ether (40 mL) is added and the resultant mixture stirred vigorously for 20 min. The solids were allowed to settle and the solvent is decanted. This procedure is repeated three times and the final gum dried by co... Starting materials: CCOC(=O)c1cn(C2CC2)c2c(O)c(F)c(F)cc2c1=O, CC(C)I, [K+], [K+], O=C([O-])[O-], CN(C)C=O. Product: CCOC(=O)c1cn(C2CC2)c2c(OC(C)C)c(F)c(F)cc2c1=O. Reaction SMILES: [CH:1]1([n:4]2[cH:5][c:6]([C:18](=[O:19])[O:20][CH2:21][CH3:22])[c:7](=[O:17])[c:8]3[cH:9][c:10]([F:16])[c:11]([F:15])[c:12]([OH:14])[c:13]23)[CH2:2][CH2:3]1.[I:23][CH:24]([CH3:25])[CH3:26].[K+:27].[K+:28].[O-:29][C:30]([O-:31])=[O:32].[O:33]=[CH:34][N:35]([CH3:36])[CH3:37]>>[CH:1]1([n:4]2[cH:5][c:6]([C:18](=[O:19])[O:20][CH2:21][CH3:22])[c:7](=[O:17])[c:8]3[cH:9][c:10]([F:16])[c:11]([F:15])[c:12]([O:14][CH:24]([CH3:25])[CH3:26])[c:13]23)[CH2:2][CH2:3]1. Starting materials: COC(CCCCCCN1CCC(C(C(N)=O)(c2ccccc2)c2ccccc2)C1)OC, CC#N, Cl. The product is NC(=O)C(c1ccccc1)(c1ccccc1)C1CCN(CCCCCCC=O)C1. RXN SMILES: [C:1]([NH2:2])(=[O:3])[C:4]([c:5]1[cH:6][cH:7][cH:8][cH:9][cH:10]1)([c:11]1[cH:12][cH:13][cH:14][cH:15][cH:16]1)[CH:17]1[CH2:18][N:19]([CH2:22][CH2:23][CH2:24][CH2:25][CH2:26][CH2:27][CH:28]([O:29][CH3:32])[O:30][CH3:31])[CH2:20][CH2:21]1.[CH3:34][C:35]#[N:36].[ClH:33]>>[C:1]([NH2:2])(=[O:3])[C:4]([c:5]1[cH:6][cH:7][cH:8][cH:9][cH:10]1)([c:11]1[cH:12][cH:13][cH:14][cH:15][cH:16]1)[CH:17]1[CH2:18][N:19]([CH2:22][CH2:23][CH2:24][CH2:25][CH2:26][CH2:27][CH:28]=[O:29])[CH2:20][CH2:21]1.